From a dataset of the Open Reaction Database (ORD), a public repository of structured organic reaction records. describe an organic reaction: reactants, conditions, products, and yield Reactants: CC=1SC2=C(N1)C=CC=C2OC=C2OC2 (2-methyl-7-(oxiranyl-2-ylmethoxy)benzothiazole), NC1CN(C1)C(C1=CC=CC=C1)C1=CC=CC=C1 (3-amino-1-benzhydrylazetidine). Solvent: O1CCOCC1.C(C)O (dioxane ethanol). The product is C(C1=CC=CC=C1)(C1=CC=CC=C1)N1CC(C1)NCC(COC1=CC=CC=2N=C(SC21)C)O (1-(1-Benzhydryl-azetidin-3-ylamino)-3-(2-methyl-benzothiazol-7-yloxy)-propan-2-ol). As a reaction SMILES: [CH3:1][C:2]1[S:3][C:4]2[C:10]([O:11][CH:12]=[C:13]3[CH2:15][O:14]3)=[CH:9][CH:8]=[CH:7][C:5]=2[N:6]=1.[NH2:16][CH:17]1[CH2:20][N:19]([CH:21]([C:28]2[CH:33]=[CH:32][CH:31]=[CH:30][CH:29]=2)[C:22]2[CH:27]=[CH:26][CH:25]=[CH:24][CH:23]=2)[CH2:18]1>O1CCOCC1.C(O)C>[CH:21]([N:19]1[CH2:20][CH:17]([NH:16][CH2:15][CH:13]([OH:14])[CH2:12][O:11][C:10]2[C:4]3[S:3][C:2]([CH3:1])=[N:6][C:5]=3[CH:7]=[CH:8][CH:9]=2)[CH2:18]1)([C:28]1[CH:33]=[CH:32][CH:31]=[CH:30][CH:29]=1)[C:22]1[CH:23]=[CH:24][CH:25]=[CH:26][CH:27]=1 |f:2.3|. Procedure details: The title compound was prepared according to Method A from 2-methyl-7-(oxiranyl-2-ylmethoxy)benzothiazole and 3-amino-1-benzhydrylazetidine with dioxane/ethanol (1:1) as the solvent. mp 55° C.; LSIMS m/z 460. The 3-amino-1-benzhydrylazetidine was prepared as described in Preparation 96.